This data is from the Open Reaction Database (ORD), a public repository of structured organic reaction records. The task is: describe an organic reaction: reactants, conditions, products, and yield Reactants: NC(CN(NC1=CC(=CC(=C1)Cl)Cl)C)C (1-(2-aminopropyl)-1-methyl-2-(3,5-dichlorophenyl)hydrazine), ClC(=O)OC1=CC=CC=C1 (phenyl chloroformate). Yields the product ClC=1C=C(C=C(C1)Cl)N1N(CC(NC1=O)C)C (2-[3,5-dichlorophenyl)-1,5-dimethylhexahydro-1,2,4-triazin-3-one). Reaction SMILES: [NH2:1][CH:2]([CH3:15])[CH2:3][N:4]([CH3:14])[NH:5][C:6]1[CH:11]=[C:10]([Cl:12])[CH:9]=[C:8]([Cl:13])[CH:7]=1.Cl[C:17](OC1C=CC=CC=1)=[O:18]>>[Cl:13][C:8]1[CH:7]=[C:6]([N:5]2[C:17](=[O:18])[NH:1][CH:2]([CH3:15])[CH2:3][N:4]2[CH3:14])[CH:11]=[C:10]([Cl:12])[CH:9]=1. Procedure: Reacting 1-(2-aminopropyl)-1-methyl-2-(3,5-dichlorophenyl)hydrazine with phenyl chloroformate under presence of base to provide the title compound. m.p. 129-130° C. Starting materials: ClC=1C=NC(NC1)=O (5-chloropyrimidin-2-one), BrCC(=S)C1=CC=C(C=C1)C (2-bromo-4'-methylthioacetophenone). The solvent is C(C)N(CC)CC (triethylamine), C(C)O (ethanol). Reaction conditions: time 2.25 hour. Product: ClC=1C=NC(N(C1)CC(=S)C1=CC=C(C=C1)C)=O (5-Chloro-1-(4-methylthiophenacyl)pyrimidin-2-one). Isolated yield 63.3%. As a reaction SMILES: [Cl:1][C:2]1[CH:3]=[N:4][C:5](=[O:8])[NH:6][CH:7]=1.Br[CH2:10][C:11]([C:13]1[CH:18]=[CH:17][C:16]([CH3:19])=[CH:15][CH:14]=1)=[S:12]>C(N(CC)CC)C.C(O)C>[Cl:1][C:2]1[CH:3]=[N:4][C:5](=[O:8])[N:6]([CH2:10][C:11]([C:13]2[CH:18]=[CH:17][C:16]([CH3:19])=[CH:15][CH:14]=2)=[S:12])[CH:7]=1. Procedure details: A suspension of 5-chloropyrimidin-2-one (312 mg) and 2-bromo-4'-methylthioacetophenone (525 mg) in triethylamine (1 ml) and ethanol (20 ml) was stirred at ambient temperature for 2.25 hours. The resulting suspension was concentrated at reduced pressure then diluted with water (50 ml). The collected precipitate was crystallised from acetone to give the title pyrimidinone (404 mg,); m.p. 192°-197°, λmaxEtOH 229 nm (ε 14450), 312 nm (ε 21470), λinf 239.5 nm (ε 9930). Starting materials: O(C1=CC=CC=C1)CC(=O)NC1[C@@H]2N(C(C(CS2)=C)C(=O)OCC2=CC=C(C=C2)OC)C1=O (p-methoxybenzyl 7-phenoxyacetamido-3-methylenecepham-4-carboxylate), P(Cl)(Cl)(Cl)(Cl)Cl (phosphorus pentachloride), C(Cl)Cl (methylene chloride), N1=CC=CC=C1 (pyridine). Solvent: C(C(C)C)O (isobutanol). Yields the product Cl.NC1[C@@H]2N(C(C(CS2)=C)C(=O)OCC2=CC=C(C=C2)OC)C1=O (p-Methoxybenzyl 7-amino-3-methylenecepham-4-carboxylate hydrochloride). As a reaction SMILES: O(CC([NH:11][CH:12]1[C:32](=[O:33])[N:14]2[CH:15]([C:20]([O:22][CH2:23][C:24]3[CH:29]=[CH:28][C:27]([O:30][CH3:31])=[CH:26][CH:25]=3)=[O:21])[C:16](=[CH2:19])[CH2:17][S:18][C@H:13]12)=O)C1C=CC=CC=1.C(Cl)[Cl:35].N1C=CC=CC=1.P(Cl)(Cl)(Cl)(Cl)Cl>C(O)C(C)C>[ClH:35].[NH2:11][CH:12]1[C:32](=[O:33])[N:14]2[CH:15]([C:20]([O:22][CH2:23][C:24]3[CH:29]=[CH:28][C:27]([O:30][CH3:31])=[CH:26][CH:25]=3)=[O:21])[C:16](=[CH2:19])[CH2:17][S:18][C@H:13]12 |f:5.6|. Procedure: To a solution of 4.3 g. of p-methoxybenzyl 7-phenoxyacetamido-3-methylenecepham-4-carboxylate in 50 ml. of methylene chloride were added 880 mg. of dry pyridine and 2.3 g. of phosphorus pentachloride and the mixture was stirred at the reflux temperature for 3 hours. The reaction mixture was then cooled in an ice-water bath and 5 ml. of isobutanol were added. The mixture was stirred in the cold for several hours during which time 2.2 g. of the reaction product, p-methoxybenzyl 7-amino-3-methylene... The reactants are C1CCOC1, CCOC(C)=O, C[Si](C)(C)[N-][Si](C)(C)C, O=C(Cl)CCC(F)(F)C(F)(F)F, [Na+]. Product: CCOC(=O)CC(=O)CCC(F)(F)C(F)(F)F. As a reaction SMILES: [CH2:29]1[O:30][CH2:31][CH2:32][CH2:33]1.[CH3:1][CH2:2][O:3][C:4]([CH3:5])=[O:6].[CH3:7][Si:8]([CH3:9])([CH3:10])[N-:11][Si:12]([CH3:13])([CH3:14])[CH3:15].[F:17][C:18]([CH2:19][CH2:20][C:21](=[O:22])[Cl:23])([C:24]([F:25])([F:26])[F:27])[F:28].[Na+:16]>>[CH3:1][CH2:2][O:3][C:4]([CH2:5][C:21]([CH2:20][CH2:19][C:18]([F:17])([C:24]([F:25])([F:26])[F:27])[F:28])=[O:22])=[O:6]. Starting materials: ClC1=C(OC2=CC=C(OC(C(=CC(=O)OCC)OC)C)C=C2)C=CC(=C1)C(F)(F)F (ethyl 4-[4-(2-chloro-4-trifluoromethylphenoxy)phenoxy]-3-methoxy-2-pentenoate), O (water), [H-].[H-].[H-].[H-].[Li+].[Al+3] (LiAlH4), [H-] (hydride). Solvent: CCOCC (ether), CCOCC (ether), CCOCC (ether). Reaction conditions: time 10 minute. Yields the product ClC1=C(OC2=CC=C(OC(C(=CCO)OC)C)C=C2)C=CC(=C1)C(F)(F)F (4-[4-(2-chloro-4-trifluoromethylphenoxy)phenoxy]-3-methoxy-2-penten-1-ol). RXN SMILES: [H-].[H-].[H-].[H-].[Li+].[Al+3].[Cl:7][C:8]1[CH:32]=[C:31]([C:33]([F:36])([F:35])[F:34])[CH:30]=[CH:29][C:9]=1[O:10][C:11]1[CH:28]=[CH:27][C:14]([O:15][CH:16]([CH3:26])[C:17]([O:24][CH3:25])=[CH:18][C:19](OCC)=[O:20])=[CH:13][CH:12]=1.[H-].O>CCOCC>[Cl:7][C:8]1[CH:32]=[C:31]([C:33]([F:34])([F:36])[F:35])[CH:30]=[CH:29][C:9]=1[O:10][C:11]1[CH:28]=[CH:27][C:14]([O:15][CH:16]([CH3:26])[C:17]([O:24][CH3:25])=[CH:18][CH2:19][OH:20])=[CH:13][CH:12]=1 |f:0.1.2.3.4.5|. Procedure details: To a slurry solution of LiAlH4 (200 mg) in anhydrous ether (5 ml) is added dropwise at 0°, a solution of ethyl 4-[4-(2-chloro-4-trifluoromethylphenoxy)phenoxy]-3-methoxy-2-pentenoate (400 mg) in anhydrous ether (5 ml). After addition is complete, the reaction mixture is stirred at 0° for about 10 minutes. Excess hydride is decomposed with wet ether and water. The mixture is filtered and filtrate washed, dried and evaporated to give 4-[4-(2-chloro-4-trifluoromethylphenoxy)phenoxy]-3-methoxy-2-pen... Starting materials: Cl (hydrochloric acid), [H-].[Na+] (sodium hydride), CC(C(C)(C)C)=O (pinacolone), COC1=C(C=C(C(=O)OC)C=C1)C(=O)OC (dimethyl 4-methoxyisophthalate). Run in O1CCCC1 (tetrahydrofuran). The product is COC1=C(C=C(C=C1)C(CC(C(C)(C)C)=O)=O)C(CC(C(C)(C)C)=O)=O (4-methoxy-1,3-bis(4,4-dimethyl-3-oxopentanoyl)benzene). Yield: 66.3%. Reaction SMILES: [H-].[Na+].[CH3:3][C:4](=[O:9])[C:5]([CH3:8])([CH3:7])[CH3:6].[CH3:10][O:11][C:12]1[CH:21]=[CH:20][C:15]([C:16]([O:18]C)=O)=[CH:14][C:13]=1[C:22]([O:24]C)=O.Cl>O1CCCC1>[CH3:10][O:11][C:12]1[CH:21]=[CH:20][C:15]([C:16](=[O:18])[CH2:3][C:4](=[O:9])[C:5]([CH3:8])([CH3:7])[CH3:6])=[CH:14][C:13]=1[C:22](=[O:24])[CH2:3][C:4](=[O:9])[C:5]([CH3:8])([CH3:7])[CH3:6] |f:0.1|. Reported procedure: In a 100 ml three-necked flask equipped with a mechanical stirrer, dropping funnel, reflux condenser, and a nitogen-inlet tube, 1.5 gm (38 mmol) of 60% sodium hydride, 3.6 gm (36 mmol) of pinacolone, 3.0 gm (13.4 mmol) of dimethyl 4-methoxyisophthalate, and 30 ml of anhydrous tetrahydrofuran were mixed with stirring under nitrogen stream and refluxed with heating for 5 hours. After cooling the reaction mixture, 10 ml of 2N aqueous hydrochloric acid was added, and the product was extracted with c... The reactants are COC(CC1=CC2=CC=C(C=C2C(=C1C)C1CCN(CC1)C(NC1=C(C=CC=C1)OC)=O)F)=O ({6-fluoro-4-[1-(2-methoxy-phenylcarbamoyl)-piperidin-4-yl]-3-methyl-naphthalen-2-yl}-acetic acid methyl ester), O.[OH-].[Li+] (lithium hydroxide monohydrate). Run in C1CCOC1 (THF), O (water). Reaction conditions: time 8 hour. Yields the product FC=1C=C2C(=C(C(=CC2=CC1)CC(=O)O)C)C1CCN(CC1)C(NC1=C(C=CC=C1)OC)=O ({6-fluoro-4-[1-(2-methoxy-phenylcarbamoyl)-piperidin-4-yl]-3-methyl-naphthalen-2-yl}-acetic acid). The yield is 82.7%. Reaction SMILES: C[O:2][C:3](=[O:34])[CH2:4][C:5]1[C:14]([CH3:15])=[C:13]([CH:16]2[CH2:21][CH2:20][N:19]([C:22](=[O:32])[NH:23][C:24]3[CH:29]=[CH:28][CH:27]=[CH:26][C:25]=3[O:30][CH3:31])[CH2:18][CH2:17]2)[C:12]2[C:7](=[CH:8][CH:9]=[C:10]([F:33])[CH:11]=2)[CH:6]=1.O.[OH-].[Li+]>C1COCC1.O>[F:33][C:10]1[CH:11]=[C:12]2[C:7](=[CH:8][CH:9]=1)[CH:6]=[C:5]([CH2:4][C:3]([OH:34])=[O:2])[C:14]([CH3:15])=[C:13]2[CH:16]1[CH2:21][CH2:20][N:19]([C:22](=[O:32])[NH:23][C:24]2[CH:29]=[CH:28][CH:27]=[CH:26][C:25]=2[O:30][CH3:31])[CH2:18][CH2:17]1 |f:1.2.3|. Reported procedure: To a solution of {6-fluoro-4-[1-(2-methoxy-phenylcarbamoyl)-piperidin-4-yl]-3-methyl-naphthalen-2-yl}-acetic acid methyl ester (107.6 mg, 0.232 mmol) in THF (8.0 mL) was added a solution of lithium hydroxide monohydrate (111.1 mg, 2.6 mmol) in water (2.0 mL) at room temperature. The resulting solution was stirred overnight at room temperature under a nitrogen atmosphere. The solvent was evaporated. Water (˜25 mL) was added and the mixture was acidified with 1.0 N aqueous HCl (4.6 mL). The result... Starting materials: S(=O)(=O)(OC)OC (Dimethyl sulphate), BrC1=CC=C2C(C(C=NC2=C1)S(=O)C)=O (7-Bromo-3-methylsulphinyl-4-quinolone), S(=O)(=O)(OC)OC (dimethyl sulphate). Run in [OH-].[K+] (KOH), [OH-].[K+] (potassium hydroxide). Reaction conditions: time 3 hour. Yields the product BrC1=CC=C2C(C(=CN(C2=C1)C)S(=O)C)=O (7-bromo-1-methyl-3-methylsulphinyl-4-quinolone). RXN SMILES: [Br:1][C:2]1[CH:11]=[C:10]2[C:5]([C:6](=[O:15])[CH:7]([S:12]([CH3:14])=[O:13])[CH:8]=[N:9]2)=[CH:4][CH:3]=1.S(OC)(O[CH3:20])(=O)=O>[OH-].[K+]>[Br:1][C:2]1[CH:11]=[C:10]2[C:5]([C:6](=[O:15])[C:7]([S:12]([CH3:14])=[O:13])=[CH:8][N:9]2[CH3:20])=[CH:4][CH:3]=1 |f:2.3|. Reported procedure: 7-Bromo-3-methylsulphinyl-4-quinolone (1.07 g.) was dissolved in aqueous potassium hydroxide (0.3 g. potassium hydroxide in 30 ml. water). Dimethyl sulphate (0.4 ml.) was added and the mixture was stirred at room temperature for 3 hours. More dimethyl sulphate (0.5 ml.) was added and the mixture basified to pH 9.0 by the addition of aqueous KOH (0.4 N). The resulting mixture was stirred overnight. The solid product was collected by filtration and recrystallised from ethanol to give 7-bromo-1-met...